From a dataset of the Open Reaction Database (ORD), a public repository of structured organic reaction records. describe an organic reaction: reactants, conditions, products, and yield Starting materials: COC(=O)Cc1ccc(Cl)cc1, ClC(Cl)(Cl)Cl, O=C1CCC(=O)N1Br. The product is COC(=O)C(Br)c1ccc(Cl)cc1. As a reaction SMILES: [CH3:1][O:2][C:3]([CH2:4][c:5]1[cH:6][cH:7][c:8]([Cl:11])[cH:9][cH:10]1)=[O:12].[Cl:21][C:22]([Cl:23])([Cl:24])[Cl:25].[O:13]=[C:14]1[N:15]([Br:20])[C:16](=[O:17])[CH2:18][CH2:19]1>>[CH3:1][O:2][C:3]([CH:4]([c:5]1[cH:6][cH:7][c:8]([Cl:11])[cH:9][cH:10]1)[Br:20])=[O:12].